This data is from the Open Reaction Database (ORD), a public repository of structured organic reaction records. The task is: describe an organic reaction: reactants, conditions, products, and yield Starting materials: C1CCOC1, C[N+](C)(C)C, C[Si](C)(C)C(F)(F)F, CCOC(C)=O, Cc1ccc(S(=O)(=O)n2ccc3nc(C=NS(=O)C(C)(C)C)cnc32)cc1, [Cl-], [F-], [NH4+]. The product is Cc1ccc(S(=O)(=O)n2ccc3nc(C(NS(=O)C(C)(C)C)C(F)(F)F)cnc32)cc1. RXN SMILES: [CH2:44]1[O:45][CH2:46][CH2:47][CH2:48]1.[CH3:2][N+:3]([CH3:4])([CH3:5])[CH3:6].[CH3:34][Si:35]([C:36]([F:37])([F:38])[F:39])([CH3:40])[CH3:41].[CH3:49][CH2:50][O:51][C:52]([CH3:53])=[O:54].[CH3:7][C:8]([CH3:9])([CH3:10])[S:11](=[O:12])[N:13]=[CH:14][c:15]1[n:16][c:17]2[c:18]([n:19][cH:20]1)[n:21]([S:24](=[O:25])(=[O:26])[c:27]1[cH:28][cH:29][c:30]([CH3:31])[cH:32][cH:33]1)[cH:22][cH:23]2.[Cl-:42].[F-:1].[NH4+:43]>>[CH3:7][C:8]([CH3:9])([CH3:10])[S:11](=[O:12])[NH:13][CH:14]([c:15]1[n:16][c:17]2[c:18]([n:19][cH:20]1)[n:21]([S:24](=[O:25])(=[O:26])[c:27]1[cH:28][cH:29][c:30]([CH3:31])[cH:32][cH:33]1)[cH:22][cH:23]2)[C:36]([F:37])([F:38])[F:39]. The reactants are CCOC(=O)C1(NC(=O)c2ccc3ccccc3c2O)Cc2ccccc2C1, BrC1CCC1, [H-], [Na+], CN(C)C=O. Product: CCOC(=O)C1(NC(=O)c2ccc3ccccc3c2OC2CCC2)Cc2ccccc2C1. As a reaction SMILES: [CH2:1]([CH3:2])[O:3][C:4](=[O:5])[C:6]1([NH:15][C:16](=[O:17])[c:18]2[c:19]([OH:28])[c:20]3[cH:21][cH:22][cH:23][cH:24][c:25]3[cH:26][cH:27]2)[CH2:7][c:8]2[cH:9][cH:10][cH:11][cH:12][c:13]2[CH2:14]1.[CH:31]1([Br:35])[CH2:32][CH2:33][CH2:34]1.[H-:30].[Na+:29].[O:36]=[CH:37][N:38]([CH3:39])[CH3:40]>>[CH2:1]([CH3:2])[O:3][C:4](=[O:5])[C:6]1([NH:15][C:16](=[O:17])[c:18]2[c:19]([O:28][CH:31]3[CH2:32][CH2:33][CH2:34]3)[c:20]3[cH:21][cH:22][cH:23][cH:24][c:25]3[cH:26][cH:27]2)[CH2:7][c:8]2[cH:9][cH:10][cH:11][cH:12][c:13]2[CH2:14]1.